Dataset: the Open Reaction Database (ORD), a public repository of structured organic reaction records. Task: describe an organic reaction: reactants, conditions, products, and yield Reactants: ClCCl, NS(=O)(=O)c1ccc(-n2nc(C(F)(F)F)cc2-c2ccc(-c3cscn3)cc2)cn1. The product is Cl, NS(=O)(=O)c1ccc(-n2nc(C(F)(F)F)cc2-c2ccc(-c3cscn3)cc2)cn1. As a reaction SMILES: [Cl:31][CH2:32][Cl:33].[s:1]1[cH:2][n:3][c:4](-[c:6]2[cH:7][cH:8][c:9](-[c:12]3[cH:13][c:14]([C:27]([F:28])([F:29])[F:30])[n:15][n:16]3-[c:17]3[cH:18][cH:19][c:20]([S:23](=[O:24])(=[O:25])[NH2:26])[n:21][cH:22]3)[cH:10][cH:11]2)[cH:5]1>>[ClH:31].[s:1]1[cH:2][n:3][c:4](-[c:6]2[cH:7][cH:8][c:9](-[c:12]3[cH:13][c:14]([C:27]([F:28])([F:29])[F:30])[n:15][n:16]3-[c:17]3[cH:18][cH:19][c:20]([S:23](=[O:24])(=[O:25])[NH2:26])[n:21][cH:22]3)[cH:10][cH:11]2)[cH:5]1. Starting materials: BrC=1C=C2C(=NNC(C2=CC1)=O)Cl (6-bromo-4-chloro-2H-phthalazin-1-one), N1(CCOCC1)CCOC1=C(CN)C=CC=C1 (2-(2-morpholin-4-yl-ethoxy)-benzylamine), C=1C=CC(=CC1)P(C=2C=CC=CC2)C3=CC=C4C=CC=CC4=C3C5=C6C=CC=CC6=CC=C5P(C=7C=CC=CC7)C=8C=CC=CC8 (rac-BINAP), CC(C)(C)[O-].[Na+] (NaOt-Bu). Reagents/catalysts: C=1C=CC(=CC1)/C=C/C(=O)/C=C/C2=CC=CC=C2.C=1C=CC(=CC1)/C=C/C(=O)/C=C/C2=CC=CC=C2.C=1C=CC(=CC1)/C=C/C(=O)/C=C/C2=CC=CC=C2.[Pd].[Pd] (Pd2(dba)3). Run in CC(=O)N(C)C (DMA), CCOC(=O)C (EtOAc). Product: ClC1=NNC(C2=CC=C(C=C12)NCC1=C(C=CC=C1)OCCN1CCOCC1)=O (4-Chloro-6-[2-(2-morpholin-4-yl-ethoxy)-benzylamino]-2H-phthalazin-1-one). As a reaction SMILES: Br[C:2]1[CH:3]=[C:4]2[C:9](=[CH:10][CH:11]=1)[C:8](=[O:12])[NH:7][N:6]=[C:5]2[Cl:13].[N:14]1([CH2:20][CH2:21][O:22][C:23]2[CH:30]=[CH:29][CH:28]=[CH:27][C:24]=2[CH2:25][NH2:26])[CH2:19][CH2:18][O:17][CH2:16][CH2:15]1.C1C=CC(P(C2C(C3C(P(C4C=CC=CC=4)C4C=CC=CC=4)=CC=C4C=3C=CC=C4)=C3C(C=CC=C3)=CC=2)C2C=CC=CC=2)=CC=1.CC([O-])(C)C.[Na+]>CC(N(C)C)=O.CCOC(C)=O.C1C=CC(/C=C/C(/C=C/C2C=CC=CC=2)=O)=CC=1.C1C=CC(/C=C/C(/C=C/C2C=CC=CC=2)=O)=CC=1.C1C=CC(/C=C/C(/C=C/C2C=CC=CC=2)=O)=CC=1.[Pd].[Pd]>[Cl:13][C:5]1[C:4]2[C:9](=[CH:10][CH:11]=[C:2]([NH:26][CH2:25][C:24]3[CH:27]=[CH:28][CH:29]=[CH:30][C:23]=3[O:22][CH2:21][CH2:20][N:14]3[CH2:19][CH2:18][O:17][CH2:16][CH2:15]3)[CH:3]=2)[C:8](=[O:12])[NH:7][N:6]=1 |f:3.4,7.8.9.10.11|. Procedure: A mixture 6-bromo-4-chloro-2H-phthalazin-1-one (70 mg, 0.27 mmol), 2-(2-morpholin-4-yl-ethoxy)-benzylamine (83 mg, 0.35 mmol), Pd2(dba)3 (25 mg, 0.027 mmol), rac-BINAP (51 mg, 0.081 mmol) and NaOt-Bu (76 mg, 0.81 mmol) in DMA (6 mL) was heated at 80° C. for 1 h. The mixture was allowed to cool, diluted with EtOAc (25 mL) and washed with water (25 mL). The organic layer was dried over anhydrous sodium sulfate and concentrated. Chromatography on silica (EtOAc/hexanes) yielded the title compound. 4... Starting materials: C(=O)(O)[O-].[Na+] (NaHCO3), C(C1=CC=CC=C1)OC(=O)Cl (benzylchloroformate), N1C(CNCC1)=O (Piperazin-2-one). Run in O (H2O), O1CCOCC1 (1,4-dioxane), O (H2O), CCOC(=O)C (EtOAc). Conditions: time 13 hour. The product is C(C1=CC=CC=C1)OC(=O)N1CC(NCC1)=O (3-Oxo-piperazine-1-carboxylic acid benzyl ester). As a reaction SMILES: [NH:1]1[CH2:6][CH2:5][NH:4][CH2:3][C:2]1=[O:7].C([O-])(O)=O.[Na+].[CH2:13]([O:20][C:21](Cl)=[O:22])[C:14]1[CH:19]=[CH:18][CH:17]=[CH:16][CH:15]=1>O.O1CCOCC1.CCOC(C)=O>[CH2:13]([O:20][C:21]([N:4]1[CH2:5][CH2:6][NH:1][C:2](=[O:7])[CH2:3]1)=[O:22])[C:14]1[CH:19]=[CH:18][CH:17]=[CH:16][CH:15]=1 |f:1.2|. Procedure details: Piperazin-2-one (2.00 g, 20.0 mmol) was dissolved in H2O (10 ml)-1,4-dioxane (10 ml); and NaHCO3 (1.85 g, 22.0 mmol) and benzylchloroformate (3.42 g, 20.0 mmol) was added thereto. After stirring at room temperature for 13 h, the reaction mixture was diluted with H2O and EtOAc. The aqueous layer was extracted with EtOAc and the combined organic layer was washed with brine, dried over MgSO4. The desiccant was removed through filtration and the filtrate was concentrated under reduced pressure to ob... The reactants are B, C1CCOC1, CN(C)CCNC(=O)c1cc(Br)cnc1N. Yields the product CN(C)CCNCc1cc(Br)cnc1N. Reaction SMILES: [BH3:17].[CH2:18]1[O:19][CH2:20][CH2:21][CH2:22]1.[NH2:1][c:2]1[c:3]([C:4](=[O:5])[NH:6][CH2:7][CH2:8][N:9]([CH3:10])[CH3:11])[cH:12][c:13]([Br:16])[cH:14][n:15]1>>[NH2:1][c:2]1[c:3]([CH2:4][NH:6][CH2:7][CH2:8][N:9]([CH3:10])[CH3:11])[cH:12][c:13]([Br:16])[cH:14][n:15]1. Starting materials: O=C([O-])[O-], CC(CCl)Cc1ccc(C(C)(C)C)cc1, CN(C)C=O, [Na+], [Na+], OC1CCNCC1. The product is CC(Cc1ccc(C(C)(C)C)cc1)CN1CCC(O)CC1. As a reaction SMILES: [C:1](=[O:2])([O-:3])[O-:4].[C:7]([CH3:8])([CH3:9])([CH3:10])[c:11]1[cH:12][cH:13][c:14]([CH2:17][CH:18]([CH2:19][Cl:20])[CH3:21])[cH:15][cH:16]1.[CH3:29][N:30]([CH3:31])[CH:32]=[O:33].[Na+:5].[Na+:6].[OH:22][CH:23]1[CH2:24][CH2:25][NH:26][CH2:27][CH2:28]1>>[C:7]([CH3:8])([CH3:9])([CH3:10])[c:11]1[cH:12][cH:13][c:14]([CH2:17][CH:18]([CH2:19][N:26]2[CH2:25][CH2:24][CH:23]([OH:22])[CH2:28][CH2:27]2)[CH3:21])[cH:15][cH:16]1. Reactants: Cc1ccccc1, CCOC(C)=O, [Cl-], CCN(CC)CCOc1ccc(N)cc1Cl, O=C(O)C#Cc1ccc(-c2ccccc2)cc1. Yields the product CCN(CC)CCOc1ccc(NC(=O)C#Cc2ccc(-c3ccccc3)cc2)cc1Cl. Reaction SMILES: [CH3:35][c:36]1[cH:37][cH:38][cH:39][cH:40][cH:41]1.[CH3:42][CH2:43][O:44][C:45](=[O:46])[CH3:47].[Cl-:1].[Cl:19][c:20]1[c:21]([O:22][CH2:23][CH2:24][N:25]([CH2:26][CH3:27])[CH2:28][CH3:29])[cH:30][cH:31][c:32]([NH2:34])[cH:33]1.[c:2]1(-[c:13]2[cH:14][cH:15][cH:16][cH:17][cH:18]2)[cH:3][cH:4][c:5]([C:8]#[C:9][C:10](=[O:11])[OH:12])[cH:6][cH:7]1>>[c:2]1(-[c:13]2[cH:14][cH:15][cH:16][cH:17][cH:18]2)[cH:3][cH:4][c:5]([C:8]#[C:9][C:10](=[O:12])[NH:34][c:32]2[cH:31][cH:30][c:21]([O:22][CH2:23][CH2:24][N:25]([CH2:26][CH3:27])[CH2:28][CH3:29])[c:20]([Cl:19])[cH:33]2)[cH:6][cH:7]1. The reactants are S(=O)(Cl)Cl (thionyl chloride), NCCCCCCCCCCCC(=O)O (12-aminododecanoic acid), C(C)O (Ethanol). Conditions: temperature 0 celsius. Yields the product Cl.NCCCCCCCCCCCC(=O)OCC (ethyl 12-aminododecanoate hydrochloride). RXN SMILES: S(Cl)([Cl:3])=O.[NH2:5][CH2:6][CH2:7][CH2:8][CH2:9][CH2:10][CH2:11][CH2:12][CH2:13][CH2:14][CH2:15][CH2:16][C:17]([OH:19])=[O:18].[CH2:20](O)[CH3:21]>>[ClH:3].[NH2:5][CH2:6][CH2:7][CH2:8][CH2:9][CH2:10][CH2:11][CH2:12][CH2:13][CH2:14][CH2:15][CH2:16][C:17]([O:19][CH2:20][CH3:21])=[O:18] |f:3.4|. Reported procedure: Ethanol (150 mL) was cooled to 0° C., and thionyl chloride (16.57 mL, 139.3 mmol) was added over a period of ten minutes. The reaction was stirred for ten minutes at 0° C., and 12-aminododecanoic acid (25.0 g, 116 mol) was then added. The reaction was allowed to warm to ambient temperature, stirred at a slightly elevated temperature for one hour, and stirred at ambient temperature for two hours. The Ethanol was removed under reduced pressure, and the solid residue was recrystallized from ethyl a... Reaction SMILES: [C:1]1([CH2:7][CH2:8][CH2:9][N:10]2[C:14]([C:15]3[CH:20]=[CH:19][N:18]=[CH:17][CH:16]=3)=[C:13]([C:21]3[CH:26]=[CH:25][C:24]([F:27])=[CH:23][CH:22]=3)[NH:12][C:11]2=O)[CH:6]=[CH:5][CH:4]=[CH:3][CH:2]=1.P(Br)(Br)([Br:31])=O.S1(CCCC1)(=O)=O.[OH-].[Na+]>>[F:27][C:24]1[CH:25]=[CH:26][C:21]([C:13]2[N:12]=[C:11]([Br:31])[N:10]([CH2:9][CH2:8][CH2:7][C:1]3[CH:6]=[CH:5][CH:4]=[CH:3][CH:2]=3)[C:14]=2[C:15]2[CH:20]=[CH:19][N:18]=[CH:17][CH:16]=2)=[CH:22][CH:23]=1 |f:3.4|. Procedure details: 1,3-Dihydro-1-(3-phenylpropyl)-4-(4-fluorophenyl)-5-(4-pyridyl)-2H-imidazol-2-one (100 g, 0.26 mol) was mixed with POBr3 (268.7 g, 0.93 mol) and sulfolane (200 g) and the reaction mixture was heated to a temperature of 120–125° C. for 1–2 h. Upon completion, the reaction mixture was cooled to 40° C. Cautiously, over about 30 min, 2N NaOH solution (53 g) was added. Additional 2N NaOH solution (53 g) was then added at faster rate. The reaction mixture was then cooled to 15–20° C. and 4N NaOH solut... Reaction conditions: temperature 40 celsius, time 30 minute. Yields the product FC1=CC=C(C=C1)C=1N=C(N(C1C1=CC=NC=C1)CCCC1=CC=CC=C1)Br (4-(4-Fluorophenyl)-2-bromo-1-(3-phenylpropyl)-5-(4-pyridyl)-imidazole). The reactants are C1(=CC=CC=C1)CCCN1C(NC(=C1C1=CC=NC=C1)C1=CC=C(C=C1)F)=O (1,3-Dihydro-1-(3-phenylpropyl)-4-(4-fluorophenyl)-5-(4-pyridyl)-2H-imidazol-2-one), P(=O)(Br)(Br)Br (POBr3), S1(=O)(=O)CCCC1 (sulfolane), [OH-].[Na+] (NaOH), [OH-].[Na+] (NaOH), [OH-].[Na+] (NaOH). Reactants: N(=[N+]=[N-])C1=C(C=C2C(=C(C=NC2=C1)C#N)NC1=CC(=C(C(=C1)OC)OC)OC)[N+](=O)[O-] (7-azido-6-nitro-4-(3,4,5-trimethoxyanilino)-3-quinolinecarbonitrile). The reagents and catalysts are [Pd] (palladium-on-carbon). Run in C1CCOC1 (THF), C(C)O (ethanol). The product is NC=1C=C2C(=C(C=NC2=CC1N)C#N)NC1=CC(=C(C(=C1)OC)OC)OC (6,7-diamino-4-(3,4,5-trimethoxyanilino)-3-quinolinecarbonitrile). Isolated yield 98.7%. Reaction SMILES: [N:1]([C:4]1[CH:13]=[C:12]2[C:7]([C:8]([NH:16][C:17]3[CH:22]=[C:21]([O:23][CH3:24])[C:20]([O:25][CH3:26])=[C:19]([O:27][CH3:28])[CH:18]=3)=[C:9]([C:14]#[N:15])[CH:10]=[N:11]2)=[CH:6][C:5]=1[N+:29]([O-])=O)=[N+]=[N-]>C1COCC1.C(O)C.[Pd]>[NH2:29][C:5]1[CH:6]=[C:7]2[C:12](=[CH:13][C:4]=1[NH2:1])[N:11]=[CH:10][C:9]([C:14]#[N:15])=[C:8]2[NH:16][C:17]1[CH:18]=[C:19]([O:27][CH3:28])[C:20]([O:25][CH3:26])=[C:21]([O:23][CH3:24])[CH:22]=1. Procedure details: A solution of 493.4 mg (1.17 mmol) of 7-azido-6-nitro-4-(3,4,5-trimethoxyanilino)-3-quinolinecarbonitrile in 15 mL of THF and 5 mL of ethanol is hydrogenated at 30 psi for 1 hour in the presence of 100.0 mg of 10% palladium-on-carbon. The catalyst is removed by filtration and the solvent removed in vacuo to give 422.1 mg (98.8%) of 6,7-diamino-4-(3,4,5-trimethoxyanilino)-3-quinolinecarbonitrile as a deep yellow solid which is used directly in the next step. Reactants: [OH-].[K+] (potassium hydroxide), C(=O)NNC(=S)NC1=C(C=CC=C1)F (1-Formyl-4-(2-fluorophenyl)thiosemicarbazide), Cl (hydrochloric acid). Solvent: O (water). Reaction conditions: time 1 hour. Yields the product FC1=C(C=CC=C1)N1C(=NN=C1)S (4-(2-fluorophenyl)-1,2,4-triazole-3-thiol). As a reaction SMILES: [OH-].[K+].[CH:3]([NH:5][NH:6][C:7]([NH:9][C:10]1[CH:15]=[CH:14][CH:13]=[CH:12][C:11]=1[F:16])=[S:8])=O.Cl>O>[F:16][C:11]1[CH:12]=[CH:13][CH:14]=[CH:15][C:10]=1[N:9]1[CH:3]=[N:5][N:6]=[C:7]1[SH:8] |f:0.1|. Procedure: One and one-tenth grams (20 mmoles) of potassium hydroxide were dissolved in 50 ml. of water. 1-Formyl-4-(2-fluorophenyl)thiosemicarbazide, 3.5 g. (16.5 mmoles), was dissolved in the basic solution by warming on the steam bath until solution was completed. The heating was continued for one hour. The cooled reaction mixture was poured into a dilute solution of hydrochloric acid. The insoluble product was recovered from the acidic solution by filtration. The product was washed with water, collecte...